From a dataset of the Open Reaction Database (ORD), a public repository of structured organic reaction records. describe an organic reaction: reactants, conditions, products, and yield Starting materials: Cl.CNC (dimethylamine hydrochloride), ON1N=NC2=C1C=CC=C2 (1-hydroxybenzotriazole), Cl.C(C)N=C=NCCCN(C)C (1-ethyl-3-(3-dimethylaminopropyl)carbodiimide hydrochloride), C(=O)(O)C=1C=CC2=C(C(=C(O2)C(=O)NC2=NC=C(C=C2)Cl)NC(=O)[C@@H]2CC[C@H](CC2)N(C)C=O)C1 (Trans-5-carboxy-3-[4-(N-formyl-N-methylamino)-cyclohexylcarbonylamino]-N-(5-chloropyridin-2-yl)benzofuran-2-carboxamide), C(O)([O-])=O.[Na+] (sodium hydrogen carbonate). The solvent is CN(C=O)C.N1=CC=CC=C1 (N,N-dimethylformamide pyridine). Reaction conditions: time 48 hour. The product is CN(C(=O)C=1C=CC2=C(C(=C(O2)C(=O)NC2=NC=C(C=C2)Cl)NC(=O)[C@@H]2CC[C@H](CC2)N(C)C=O)C1)C (Trans-5-dimethylaminocarbonyl-3-[4-(N-formyl-N-methylamino)cyclohexylcarbonylamino]-N-(5-chloropyridin-2-yl)benzofuran-2-carboxamide). The yield is 68.2%. RXN SMILES: [C:1]([C:4]1[CH:5]=[CH:6][C:7]2[O:11][C:10]([C:12]([NH:14][C:15]3[CH:20]=[CH:19][C:18]([Cl:21])=[CH:17][N:16]=3)=[O:13])=[C:9]([NH:22][C:23]([C@H:25]3[CH2:30][CH2:29][C@H:28]([N:31]([CH:33]=[O:34])[CH3:32])[CH2:27][CH2:26]3)=[O:24])[C:8]=2[CH:35]=1)(O)=[O:2].Cl.[CH3:37][NH:38][CH3:39].ON1C2C=CC=CC=2N=N1.Cl.C(N=C=NCCCN(C)C)C.C(=O)([O-])O.[Na+]>CN(C)C=O.N1C=CC=CC=1>[CH3:37][N:38]([CH3:39])[C:1]([C:4]1[CH:5]=[CH:6][C:7]2[O:11][C:10]([C:12]([NH:14][C:15]3[CH:20]=[CH:19][C:18]([Cl:21])=[CH:17][N:16]=3)=[O:13])=[C:9]([NH:22][C:23]([C@H:25]3[CH2:26][CH2:27][C@H:28]([N:31]([CH:33]=[O:34])[CH3:32])[CH2:29][CH2:30]3)=[O:24])[C:8]=2[CH:35]=1)=[O:2] |f:1.2,4.5,6.7,8.9|. Procedure details: Trans-5-carboxy-3-[4-(N-formyl-N-methylamino)cyclhexylcarbonylamino]-N-(5-chloropyridin-2-yl)benzofuran-2-carboxamide (196 mg) obtained in Example 258 is suspended in N,N-dimethylformamide/pyridine (1:1, 8 ml), and thereto are added successively dimethylamine hydrochloride (49 mg), 1-hydroxybenzotriazole (108 mg) and 1-ethyl-3-(3-dimethylaminopropyl)carbodiimide hydrochloride (153 mg) under ice-cooling, and the mixture is stirred at room temperature for 48 hours. To the reaction solution is pour... The reactants are CO, CC(O)Cn1ncc2ccc(O)c([N+](=O)[O-])c21. Product: CC(O)Cn1ncc2ccc(O)c(N)c21. RXN SMILES: [CH3:18][OH:19].[OH:1][CH:2]([CH2:3][n:4]1[n:5][cH:6][c:7]2[cH:8][cH:9][c:10]([OH:16])[c:11]([N+:13]([O-:14])=[O:15])[c:12]12)[CH3:17]>>[OH:1][CH:2]([CH2:3][n:4]1[n:5][cH:6][c:7]2[cH:8][cH:9][c:10]([OH:16])[c:11]([NH2:13])[c:12]12)[CH3:17]. Starting materials: CCOC(C)=O, O=[N+]([O-])c1ccc(F)cc1, [H-], [Na+], CN(C)C=O, O, CCOC(=O)C1CCC(O)CC1. Yields the product CCOC(=O)C1CCC(Oc2ccc([N+](=O)[O-])cc2)CC1. As a reaction SMILES: [CH3:31][CH2:32][O:33][C:34]([CH3:35])=[O:36].[F:15][c:16]1[cH:17][cH:18][c:19]([N+:22](=[O:23])[O-:24])[cH:20][cH:21]1.[H-:1].[Na+:2].[O:26]=[CH:27][N:28]([CH3:29])[CH3:30].[OH2:25].[OH:3][CH:4]1[CH2:5][CH2:6][CH:7]([C:10](=[O:11])[O:12][CH2:13][CH3:14])[CH2:8][CH2:9]1>>[O:3]([CH:4]1[CH2:5][CH2:6][CH:7]([C:10](=[O:11])[O:12][CH2:13][CH3:14])[CH2:8][CH2:9]1)[c:16]1[cH:17][cH:18][c:19]([N+:22](=[O:23])[O-:24])[cH:20][cH:21]1.